From a dataset of the Open Reaction Database (ORD), a public repository of structured organic reaction records. describe an organic reaction: reactants, conditions, products, and yield The reactants are Brc1c[nH]cn1, O, O=[N+]([O-])O, O=S(=O)(O)O. Product: O=[N+]([O-])c1nc[nH]c1Br. Reaction SMILES: [Br:1][c:2]1[n:3][cH:4][nH:5][cH:6]1.[OH2:11].[OH:7][N+:8]([O-:9])=[O:10].[S:12](=[O:13])(=[O:14])([OH:15])[OH:16]>>[Br:1][c:2]1[nH:3][cH:4][n:5][c:6]1[N+:8](=[O:7])[O-:9]. The reactants are C1(=CC=C(C=C1)S(=O)(=O)O)C (p-toluenesulfonic acid), CC1(OC2C(C3C(=CC(OC3)=O)CC2OCOC)O1)C (1,5,6,7,8,8a-Hexahydro-7,8-(dimethylmethylenedioxy)-6-methoxymethoxy-3H-2-benzopyran-3-one), C(O)([O-])=O.[Na+] (sodium hydrogen carbonate). Run in O (water), CO (methanol). Yields the product OC1C(C(C2C(=CC(OC2)=O)C1)O)O (1,5,6,7,8,8a-hexahydro-6,7,8-trihydroxy-3H-2-benzopyran-3-one). The yield is 57.0%. RXN SMILES: CC1(C)[O:19][CH:5]2[CH:6]3[CH2:11][O:10][C:9](=[O:12])[CH:8]=[C:7]3[CH2:13][CH:14]([O:15]COC)[CH:4]2[O:3]1.C1(C)C=CC(S(O)(=O)=O)=CC=1.C(=O)([O-])O.[Na+]>CO.O>[OH:15][CH:14]1[CH2:13][C:7]2=[CH:8][C:9](=[O:12])[O:10][CH2:11][CH:6]2[CH:5]([OH:19])[CH:4]1[OH:3] |f:2.3|. Procedure details: 1,5,6,7,8,8a-Hexahydro-7,8-(dimethylmethylenedioxy)-6-methoxymethoxy-3H-2-benzopyran-3-one (284 mg) was dissolved in 50 ml of methanol and 5 ml of water, and a catalytic amount of p-toluenesulfonic acid was added. The mixture was refluxed for 1 hour. After cooling, the reaction mixture was poured into a sodium hydrogen carbonate aqueous solution and extracted with diethyl ether. The extract was washed with a sodium chloride aqueous solution, dried, and concentrated under reduced pressure. The pr... The reactants are N#CC1(c2cccc(C(=O)O)c2)CC1, CN(C)C=O, CCOC(C)=O, O=C(Cl)C(=O)Cl, N#Cc1c(Oc2cc(N)c(F)cc2Cl)ccc2nc(NC(=O)C3CC3)sc12, C1CCOC1. Yields the product N#Cc1c(Oc2cc(NC(=O)c3cccc(C4(C#N)CC4)c3)c(F)cc2Cl)ccc2nc(NC(=O)C3CC3)sc12. RXN SMILES: [C:1](#[N:2])[C:3]1([c:6]2[cH:7][c:8]([C:9](=[O:10])[OH:11])[cH:12][cH:13][cH:14]2)[CH2:4][CH2:5]1.[CH3:21][N:22]([CH3:23])[CH:24]=[O:25].[CH3:58][CH2:59][O:60][C:61](=[O:62])[CH3:63].[Cl:15][C:16]([C:17]([Cl:18])=[O:19])=[O:20].[NH2:26][c:27]1[c:28]([F:52])[cH:29][c:30]([Cl:51])[c:31]([O:32][c:33]2[c:34]([C:48]#[N:49])[c:35]3[c:36]([n:37][c:38]([NH:40][C:41](=[O:42])[CH:43]4[CH2:44][CH2:45]4)[s:39]3)[cH:46][cH:47]2)[cH:50]1.[O:53]1[CH2:54][CH2:55][CH2:56][CH2:57]1>>[C:1](#[N:2])[C:3]1([c:6]2[cH:7][c:8]([C:9](=[O:11])[NH:26][c:27]3[c:28]([F:52])[cH:29][c:30]([Cl:51])[c:31]([O:32][c:33]4[c:34]([C:48]#[N:49])[c:35]5[c:36]([n:37][c:38]([NH:40][C:41](=[O:42])[CH:43]6[CH2:44][CH2:45]6)[s:39]5)[cH:46][cH:47]4)[cH:50]3)[cH:12][cH:13][cH:14]2)[CH2:4][CH2:5]1. Run in C1CCOC1 (THF), C1CCOC1 (THF). Starting materials: O (Water), [Si](C)(C)(C(C)(C)C)OCC=1C=C(C(=NC1)C1=C(C=CC(=C1)OC)F)CC(C)(C)C (5-(((tert-butyldimethylsilyl)oxy)methyl)-2-(2-fluoro-5-methoxyphenyl)-3-neopentylpyridine), solution, [F-].C(CCC)[N+](CCCC)(CCCC)CCCC (tetrabutylammonium fluoride). The product is FC1=C(C=C(C=C1)OC)C1=C(C=C(C=N1)CO)CC(C)(C)C ((6-(2-fluoro-5-methoxyphenyl)-5-neopentylpyridin-3-yl)methanol). Reported procedure: To a solution of 5-(((tert-butyldimethylsilyl)oxy)methyl)-2-(2-fluoro-5-methoxyphenyl)-3-neopentylpyridine in THF (25 mL) was added a 1 M solution of tetrabutylammonium fluoride in THF (10 mL), and the mixture was stirred at room temperature for 5 min. Water was added to the reaction mixture at room temperature, and the mixture was extracted with ethyl acetate. The extract was washed with water and saturated brine, and dried over anhydrous magnesium sulfate. The solvent was evaporated under redu... RXN SMILES: [Si]([O:8][CH2:9][C:10]1[CH:11]=[C:12]([CH2:25][C:26]([CH3:29])([CH3:28])[CH3:27])[C:13]([C:16]2[CH:21]=[C:20]([O:22][CH3:23])[CH:19]=[CH:18][C:17]=2[F:24])=[N:14][CH:15]=1)(C(C)(C)C)(C)C.[F-].C([N+](CCCC)(CCCC)CCCC)CCC.O>C1COCC1>[F:24][C:17]1[CH:18]=[CH:19][C:20]([O:22][CH3:23])=[CH:21][C:16]=1[C:13]1[N:14]=[CH:15][C:10]([CH2:9][OH:8])=[CH:11][C:12]=1[CH2:25][C:26]([CH3:29])([CH3:28])[CH3:27] |f:1.2|. Reaction conditions: time 5 minute. Starting materials: C(CCCCCCC)[Mg]Br (octylmagnesium bromide), S1C2=C(C=C1)C(C=1SC=CC1C2=O)=O (4,8-dihydrobenzo[1,2-b:4,5-b′]dithiophene-4,8-dione), Cl[Sn]Cl (SnCl2). Solvent: C1CCOC1 (THF). Conditions: time 1 hour. The product is C(CCCCCCC)C1=C2C(SC=C2)=C(C2=C1SC=C2)CCCCCCCC (4,8-dioctylbenzo[1,2-b:4,5-b′]dithiophene). Isolated yield 75.2%. As a reaction SMILES: [S:1]1[CH:5]=[CH:4][C:3]2[C:6](=O)[C:7]3[S:8][CH:9]=[CH:10][C:11]=3[C:12](=O)[C:2]1=2.[CH2:15]([Mg]Br)[CH2:16][CH2:17][CH2:18][CH2:19][CH2:20][CH2:21][CH3:22].Cl[Sn]Cl>C1COCC1>[CH2:15]([C:6]1[C:7]2[S:8][CH:9]=[CH:10][C:11]=2[C:12]([CH2:5][CH2:4][CH2:3][CH2:2][CH2:12][CH2:11][CH2:7][CH3:6])=[C:2]2[S:1][CH:5]=[CH:4][C:3]=12)[CH2:16][CH2:17][CH2:18][CH2:19][CH2:20][CH2:21][CH3:22]. Reported procedure: To a 100 mL flask under nitrogen was added 4,8-dihydrobenzo[1,2-b:4,5-b′]dithiophene-4,8-dione (1.1 g, 5.0 mmol) and anhydrous THF (10 mL). The mixture was heated to reflux and octylmagnesium bromide (20 mmol, 10 mL, 2.0 M in Et2O) was added dropwise. After refluxing for 2 hours more, SnCl2 solution (7.3 g in 19 mL 10% HCl) was slowly added dropwise. The mixture was kept at 60° C. for 1 hour. After cooling down, the organic phase was separated. The water phase was extracted with ether once and t... Starting materials: NC1=CC(CCC1)=O (3-amino-2-cyclohexene-1-one), C(C)(=O)O (acetic acid), C1(=CC=CC=C1)C (toluene). Yields the product N1=CC=CC=2C(CCCC12)=O (7,8-Dihydro-5-(6H)quinolinone). RXN SMILES: [NH2:1][C:2]1[CH2:7][CH2:6][CH2:5][C:4](=[O:8])[CH:3]=1.C(O)(=O)C.[C:13]1(C)[CH:18]=CC=C[CH:14]=1>>[N:1]1[C:2]2[CH2:7][CH2:6][CH2:5][C:4](=[O:8])[C:3]=2[CH:18]=[CH:13][CH:14]=1. Procedure details: A mixture of 57.93 g of 3-amino-2-cyclohexene-1-one, 76.8 g of 3-(dimethylamino)acrotein, 62.5 ml of glacial acetic acid and 270 ml of toluene is refluxed under argon for 16 hours and concentrated under vacuum to dryness. Toluene (200 ml) is added and the solvent removed under vacuum. To the residue is added one liter of dichloromethane and then 200 ml of saturated NaHCO3 slowly added and solid NaHCO3 added to bring the pH to 8. The mixture is filtered and the CH2Cl2 layer separated. The CH2Cl2 ... Reactants: O=c1ccn(C2OC(CO)C(O)C2F)c(=O)[nH]1, [K+], [K+], [K+], [K+], [N-]=[N+]=[N-], Nc1nc(N)c2[nH]cnc2n1, O=P([O-])([O-])[O-]. Yields the product Nc1nc(N)c2ncn(C3OC(CO)C(O)C3F)c2n1. As a reaction SMILES: [F:12][CH:13]1[CH:14]([n:21]2[cH:22][cH:23][c:24](=[O:25])[nH:26][c:27]2=[O:28])[O:15][CH:16]([CH2:19][OH:20])[CH:17]1[OH:18].[K+:32].[K+:38].[K+:39].[K+:40].[N-:29]=[N+:30]=[N-:31].[NH2:1][c:2]1[n:3][c:4]([NH2:11])[c:5]2[nH:6][cH:7][n:8][c:9]2[n:10]1.[P:33]([O-:34])([O-:35])([O-:36])=[O:37]>>[NH2:1][c:2]1[n:3][c:4]([NH2:11])[c:5]2[n:6][cH:7][n:8]([CH:14]3[CH:13]([F:12])[CH:17]([OH:18])[CH:16]([CH2:19][OH:20])[O:15]3)[c:9]2[n:10]1.